From a dataset of the Open Reaction Database (ORD), a public repository of structured organic reaction records. describe an organic reaction: reactants, conditions, products, and yield Starting materials: N1(CCC1)C(CC1=CC(=C(C=C1)O)F)=O (1-(azetidin-1-yl)-2-(3-fluoro-4-hydroxyphenyl)ethanone), C(C)(C)C1=NOC(=N1)N1CCC(CC1)[C@@H]1[C@@H](C1)CCO (2-{(1S,2R)-2-[1-(3-isopropyl-1,2,4-oxadiazol-5-yl)piperidin-4-yl]cyclopropyl}ethanol), C1(=CC=CC=C1)P(C1=CC=CC=C1)C1=CC=CC=C1 (triphenylphosphine), N(=NC(=O)OC(C)(C)C)C(=O)OC(C)(C)C (di-tert-butyl azodicarboxylate). Run in ClCCl (dichloromethane). Conditions: time 3 hour. Product: N1(CCC1)C(CC1=CC(=C(OCC[C@H]2[C@H](C2)C2CCN(CC2)C2=NC(=NO2)C(C)C)C=C1)F)=O (4-((1R,2S)-2-{2-[4-(2-azetidin-1-yl-2-oxoethyl)-2-fluorophenoxy]ethyl}cyclopropyl)-1-(3-isopropyl-1,2,4-oxadiazol-5-yl)piperidine). Reaction SMILES: [N:1]1([C:5](=[O:15])[CH2:6][C:7]2[CH:12]=[CH:11][C:10]([OH:13])=[C:9]([F:14])[CH:8]=2)[CH2:4][CH2:3][CH2:2]1.[CH:16]([C:19]1[N:23]=[C:22]([N:24]2[CH2:29][CH2:28][CH:27]([C@H:30]3[CH2:32][C@H:31]3[CH2:33][CH2:34]O)[CH2:26][CH2:25]2)[O:21][N:20]=1)([CH3:18])[CH3:17].C1(P(C2C=CC=CC=2)C2C=CC=CC=2)C=CC=CC=1.N(C(OC(C)(C)C)=O)=NC(OC(C)(C)C)=O>ClCCl>[N:1]1([C:5](=[O:15])[CH2:6][C:7]2[CH:12]=[CH:11][C:10]([O:13][CH2:34][CH2:33][C@@H:31]3[CH2:32][C@@H:30]3[CH:27]3[CH2:26][CH2:25][N:24]([C:22]4[O:21][N:20]=[C:19]([CH:16]([CH3:17])[CH3:18])[N:23]=4)[CH2:29][CH2:28]3)=[C:9]([F:14])[CH:8]=2)[CH2:4][CH2:3][CH2:2]1. Reported procedure: To a solution of 1-(azetidin-1-yl)-2-(3-fluoro-4-hydroxyphenyl)ethanone (65.0 mg, 0.236 mmol) in 5 ml anhydrous dichloromethane at RT was added a solution of 2-{(1S,2R)-2-[1-(3-isopropyl-1,2,4-oxadiazol-5-yl)piperidin-4-yl]cyclopropyl}ethanol (59.0 mg, 0.283 mmol), triphenylphosphine, polymer-bound (186 mg, 0.534 mmol), and di-tert-butyl azodicarboxylate (109 mg, 0.472 mmol). The reaction mixture as stirred at RT for 3 hours. The mixture was filtered by Celite and concentrated. The residue The r... The reactants are solution, FC(C(=O)O)(F)F.FC(C(=O)O)(F)F.NCC1=NC=CC=C1C1COC2=C3N1C(NC3=CC=C2C=2C(=NOC2C)C)=O (4-[2-(aminomethyl)pyridin-3-yl]-7-(3,5-dimethylisoxazol-4-yl)-4,5-dihydroimidazo[1,5,4-de][1,4]benzoxazin-2(1H)-one bis(trifluoroacetate)), C(C)(C)N(C(C)C)CC (N,N-diisopropylethylamine), C(C)(=O)Cl (acetyl chloride). Run in ClCCl (dichloromethane), C(Cl)Cl (methylene chloride). The product is CC1=NOC(=C1C1=CC=C2C=3N(C(COC31)C=3C(=NC=CC3)CNC(C)=O)C(N2)=O)C (N-({3-[7-(3,5-Dimethylisoxazol-4-yl)-2-oxo-1,2,4,5-tetrahydroimidazo[1,5,4-de][1,4]benzoxazin-4-yl]pyridin-2-yl}methyl)acetamide). Isolated yield 74.0%. As a reaction SMILES: F[C:2](F)(F)[C:3](O)=[O:4].FC(F)(F)C(O)=O.[NH2:15][CH2:16][C:17]1[C:22]([CH:23]2[N:28]3[C:29](=[O:42])[NH:30][C:31]4=[CH:32][CH:33]=[C:34]([C:35]5[C:36]([CH3:41])=[N:37][O:38][C:39]=5[CH3:40])[C:26](=[C:27]34)[O:25][CH2:24]2)=[CH:21][CH:20]=[CH:19][N:18]=1.C(N(CC)C(C)C)(C)C.C(Cl)(=O)C>C(Cl)Cl>[CH3:41][C:36]1[C:35]([C:34]2[C:26]3[O:25][CH2:24][CH:23]([C:22]4[C:17]([CH2:16][NH:15][C:3](=[O:4])[CH3:2])=[N:18][CH:19]=[CH:20][CH:21]=4)[N:28]4[C:29](=[O:42])[NH:30][C:31]([C:27]=34)=[CH:32][CH:33]=2)=[C:39]([CH3:40])[O:38][N:37]=1 |f:0.1.2|. Reported procedure: A solution of 4-[2-(aminomethyl)pyridin-3-yl]-7-(3,5-dimethylisoxazol-4-yl)-4,5-dihydroimidazo[1,5,4-de][1,4]benzoxazin-2(1H)-one bis(trifluoroacetate) (35.0 mg, 0.058 mmol) in methylene chloride (2.0 mL) was treated with N,N-diisopropylethylamine (50.3 μL, 0.289 mmol) and stirred. Once the starting material was completely dissolved, the reaction mixture was treated with acetyl chloride (49.3 μL, 0.069 mmol) (added as a 10% solution in dichloromethane) and stirred at room temperature for 1 h. Th... Starting materials: CCOC(C)=O, O=[N+]([O-])c1c(F)cccc1F, [H-], [Na+], CN(C)C=O, O, OCc1ccccc1. The product is O=[N+]([O-])c1c(F)cccc1OCc1ccccc1. RXN SMILES: [CH3:28][CH2:29][O:30][C:31](=[O:32])[CH3:33].[F:11][c:12]1[c:13]([N+:19](=[O:20])[O-:21])[c:14]([F:18])[cH:15][cH:16][cH:17]1.[H-:1].[Na+:2].[O:23]=[CH:24][N:25]([CH3:26])[CH3:27].[OH2:22].[OH:3][CH2:4][c:5]1[cH:6][cH:7][cH:8][cH:9][cH:10]1>>[O:3]([CH2:4][c:5]1[cH:6][cH:7][cH:8][cH:9][cH:10]1)[c:14]1[c:13]([N+:19](=[O:20])[O-:21])[c:12]([F:11])[cH:17][cH:16][cH:15]1.